This data is from the Open Reaction Database (ORD), a public repository of structured organic reaction records. The task is: describe an organic reaction: reactants, conditions, products, and yield The reactants are CC(C)(C)Oc1ccc(CC(NC(=O)OCC2c3ccccc3-c3ccccc32)C(=O)O)cc1, CN1CCOCC1, CC(C)COC(=O)Cl, ClCCl, c1ccc(-c2c[nH]c(C3Cc4ccccc4CN3)n2)cc1. Product: CC(C)(C)Oc1ccc(CC(NC(=O)OCC2c3ccccc3-c3ccccc32)C(=O)N2Cc3ccccc3CC2c2nc(-c3ccccc3)c[nH]2)cc1. RXN SMILES: [C:1]([CH3:2])([CH3:3])([CH3:4])[O:5][c:6]1[cH:7][cH:8][c:9]([CH2:12][CH:13]([C:14](=[O:15])[OH:16])[NH:17][C:18](=[O:19])[O:20][CH2:21][CH:22]2[c:23]3[cH:24][cH:25][cH:26][cH:27][c:28]3-[c:29]3[cH:30][cH:31][cH:32][cH:33][c:34]32)[cH:10][cH:11]1.[CH3:35][N:36]1[CH2:37][CH2:38][O:39][CH2:40][CH2:41]1.[Cl:42][C:43]([O:44][CH2:45][CH:46]([CH3:47])[CH3:48])=[O:49].[Cl:71][CH2:72][Cl:73].[c:50]1(-[c:56]2[n:57][c:58]([CH:61]3[NH:62][CH2:63][c:64]4[cH:65][cH:66][cH:67][cH:68][c:69]4[CH2:70]3)[nH:59][cH:60]2)[cH:51][cH:52][cH:53][cH:54][cH:55]1>>[C:1]([CH3:2])([CH3:3])([CH3:4])[O:5][c:6]1[cH:7][cH:8][c:9]([CH2:12][CH:13]([C:14](=[O:15])[N:62]2[CH:61]([c:58]3[n:57][c:56](-[c:50]4[cH:51][cH:52][cH:53][cH:54][cH:55]4)[cH:60][nH:59]3)[CH2:70][c:69]3[c:64]([cH:65][cH:66][cH:67][cH:68]3)[CH2:63]2)[NH:17][C:18](=[O:19])[O:20][CH2:21][CH:22]2[c:23]3[cH:24][cH:25][cH:26][cH:27][c:28]3-[c:29]3[cH:30][cH:31][cH:32][cH:33][c:34]32)[cH:10][cH:11]1. Reactants: Cl.C(C)N1N=CC=2C1=NC(=C(C2O)CCC2=CC=CC=C2)C=O (1-ethyl-4-hydroxy-5-(2-phenylethyl)-1H-pyrazolo[3,4-b]pyridine-6-carboxaldehyde, hydrochloride), OO (H2O2). Run in C(C)(=O)O (acetic acid). Conditions: time 20 hour. Yields the product C(C)N1N=CC=2C1=NC(=C(C2O)CCC2=CC=CC=C2)C(=O)O (1-Ethyl-4-hydroxy-5-(2-phenylethyl)-1H-pyrazolo[3,4-b]pyridine-6-carboxylic acid). Reaction SMILES: Cl.[CH2:2]([N:4]1[C:8]2=[N:9][C:10]([CH:22]=[O:23])=[C:11]([CH2:14][CH2:15][C:16]3[CH:21]=[CH:20][CH:19]=[CH:18][CH:17]=3)[C:12]([OH:13])=[C:7]2[CH:6]=[N:5]1)[CH3:3].[OH:24]O>C(O)(=O)C>[CH2:2]([N:4]1[C:8]2=[N:9][C:10]([C:22]([OH:24])=[O:23])=[C:11]([CH2:14][CH2:15][C:16]3[CH:17]=[CH:18][CH:19]=[CH:20][CH:21]=3)[C:12]([OH:13])=[C:7]2[CH:6]=[N:5]1)[CH3:3] |f:0.1|. Procedure details: 16.5 g. of 1-ethyl-4-hydroxy-5-(2-phenylethyl)-1H-pyrazolo[3,4-b]pyridine-6-carboxaldehyde, hydrochloride (1:1) (0.05 mol.) are dissolved in 150 ml. of boiling glacial acetic acid. To the filtered solution, cooled to about 30°, 10 g. of H2O2 (35%) (0.1 mol.) are added in two portions and the mixture is allowed to stand for 20 hours at room temperature. The crystallized 1-ethyl-4-hydroxy-5-(2-phenylethyl)-1H-pyrazolo[3,4-b]pyridine-6-carboxylic acid is filtered off, washed with acetic acid and et... The reactants are CSc1ccc(C(NC(=O)OC(C)(C)C)C(=O)O)cc1, COC(=O)c1csc(NC(=O)C(N)C(C)c2ccccc2)n1, CCN=C=NCCCN(C)C, ClCCl, Cl. The product is COC(=O)c1csc(NC(=O)C(NC(=O)C(NC(=O)OC(C)(C)C)c2ccc(SC)cc2)C(C)c2ccccc2)n1. Reaction SMILES: [C:23]([CH3:24])([CH3:25])([CH3:26])[O:27][C:28](=[O:29])[NH:30][CH:31]([C:32](=[O:33])[OH:34])[c:35]1[cH:36][cH:37][c:38]([S:41][CH3:42])[cH:39][cH:40]1.[CH3:1][O:2][C:3](=[O:4])[c:5]1[n:6][c:7]([NH:10][C:11]([CH:12]([CH:13]([CH3:14])[c:15]2[cH:16][cH:17][cH:18][cH:19][cH:20]2)[NH2:21])=[O:22])[s:8][cH:9]1.[CH3:44][N:45]([CH3:46])[CH2:47][CH2:48][CH2:49][N:50]=[C:51]=[N:52][CH2:53][CH3:54].[Cl:55][CH2:56][Cl:57].[ClH:43]>>[CH3:1][O:2][C:3](=[O:4])[c:5]1[n:6][c:7]([NH:10][C:11]([CH:12]([CH:13]([CH3:14])[c:15]2[cH:16][cH:17][cH:18][cH:19][cH:20]2)[NH:21][C:32]([CH:31]([NH:30][C:28]([O:27][C:23]([CH3:24])([CH3:25])[CH3:26])=[O:29])[c:35]2[cH:36][cH:37][c:38]([S:41][CH3:42])[cH:39][cH:40]2)=[O:33])=[O:22])[s:8][cH:9]1.